Dataset: the Open Reaction Database (ORD), a public repository of structured organic reaction records. Task: describe an organic reaction: reactants, conditions, products, and yield Reactants: O (Water), O (Water), [N-]=[N+]=[N-].[Na+] (sodium azide), CS(=O)(=O)OCC=1OCCCC1 ((5,6-dihydro-4H-pyran-2-yl)methyl methanesulfonate). Solvent: CN(C=O)C (N,N-dimethylformamide). Conditions: time 20 hour. Yields the product N(=[N+]=[N-])CC=1OCCCC1 (2-Azidomethyl-5,6-dihydro-4H-pyran). RXN SMILES: O.[N-:2]=[N+:3]=[N-:4].[Na+].CS(O[CH2:11][C:12]1[O:13][CH2:14][CH2:15][CH2:16][CH:17]=1)(=O)=O>CN(C)C=O>[N:2]([CH2:11][C:12]1[O:13][CH2:14][CH2:15][CH2:16][CH:17]=1)=[N+:3]=[N-:4] |f:1.2|. Procedure details: Water (35 mL) and sodium azide (15.1 g, 232 mmol) were added to a solution of the crude (5,6-dihydro-4H-pyran-2-yl)methyl methanesulfonate (about 193 mmol) in N,N-dimethylformamide (350 mL), and the mixture was stirred at room temperature for 20 hours. Water (300 mL) was added to the reaction solution, followed by extraction with ethyl acetate (1.5 L). The resulting organic layer was washed with water (3×200 mL) and brine (200 mL). The organic layer was dried over anhydrous sodium sulfate and th... Starting materials: C([O-])([O-])=O.[K+].[K+] (potassium carbonate), CN(C=C(C(=O)OCC)C(C1=C(C=C(C(=C1)F)F)F)=O)C (ethyl 3-(dimethylamino)-2-(2,4,5-trifluorobenzoyl)acrylate), C(C)O (Ethanol), C(C)(C)(C)N (tert-Butylamine). Solvent: O (water), C(C)OCC (Diethyl ether). Run at time 2 hour. Yields the product C(C)(C)(C)N1C=C(C(C2=CC(=C(C=C12)F)F)=O)C(=O)OCC (ethyl 1-(tert-butyl)-6,7-difluoro-4-oxo-1,4-dihydroquinoline-3-carboxylate). Yield: 91.5%. Reaction SMILES: CN(C)[CH:3]=[C:4]([C:10](=[O:20])[C:11]1[CH:16]=[C:15]([F:17])[C:14]([F:18])=[CH:13][C:12]=1F)[C:5]([O:7][CH2:8][CH3:9])=[O:6].C(O)C.[C:25]([NH2:29])([CH3:28])([CH3:27])[CH3:26].C(=O)([O-])[O-].[K+].[K+]>O.C(OCC)C>[C:25]([N:29]1[C:12]2[C:11](=[CH:16][C:15]([F:17])=[C:14]([F:18])[CH:13]=2)[C:10](=[O:20])[C:4]([C:5]([O:7][CH2:8][CH3:9])=[O:6])=[CH:3]1)([CH3:28])([CH3:27])[CH3:26] |f:3.4.5|. Procedure: To a solution of ethyl 3-(dimethylamino)-2-(2,4,5-trifluorobenzoyl)acrylate (64 g, 212 mmol) in a mixed solvent of Ethanol (150 mL)/Diethyl ether (300 mL) was added tert-Butylamine (44.6 mL, 425 mmol), and the reaction mixture was stirred at rt for 2 h. The mixture was concentrated under reduced pressure, the resulting oily residue was dissolved in N,N-Dimethylformamide (DMF) (250 mL) and potassium carbonate (88 g, 637 mmol) was added. LCMS showed completion of the reaction after being stirred a... Starting materials: N[C@@H]1C(N([C@H]1C)OCC1=CC=CC=C1)=O ((3S-trans)-3-amino-4-methyl-1-(phenylmethoxy)-2-azetidinone), C=1(C(=CC=CC1)S(=O)(=O)[O-])C (toluenesulfonate), COC1=C(C(=O)Cl)C(=CC=C1)OC (2,6-dimethoxybenzoyl chloride). Reagents/catalysts: CN(C1=CC=NC=C1)C (4-dimethylaminopyridine). The solvent is C(Cl)Cl (methylene chloride). Run at time 5 hour. Yields the product COC1=C(C(=O)N[C@@H]2C(N([C@H]2C)OCC2=CC=CC=C2)=O)C(=CC=C1)OC ((3S-trans)-3-[(2,6-Dimethoxybenzoyl)amino]-4-methyl-1-[(phenylmethyl)oxy]-2-azetidinone). Reaction SMILES: [NH2:1][C@H:2]1[C@H:5]([CH3:6])[N:4]([O:7][CH2:8][C:9]2[CH:14]=[CH:13][CH:12]=[CH:11][CH:10]=2)[C:3]1=[O:15].C1(C)C(S([O-])(=O)=O)=CC=CC=1.[CH3:27][O:28][C:29]1[CH:37]=[CH:36][CH:35]=[C:34]([O:38][CH3:39])[C:30]=1[C:31](Cl)=[O:32]>C(Cl)Cl.CN(C)C1C=CN=CC=1>[CH3:39][O:38][C:34]1[CH:35]=[CH:36][CH:37]=[C:29]([O:28][CH3:27])[C:30]=1[C:31]([NH:1][C@H:2]1[C@H:5]([CH3:6])[N:4]([O:7][CH2:8][C:9]2[CH:10]=[CH:11][CH:12]=[CH:13][CH:14]=2)[C:3]1=[O:15])=[O:32]. Procedure: To a cold (-10° C.) solution of (3S-trans)-3-amino-4-methyl-1-(phenylmethoxy)-2-azetidinone, toluenesulfonate (0.95 g; see example 2D) in methylene chloride (50 ml) is added 2,6-dimethoxybenzoyl chloride (0.60 g) and 4-dimethylaminopyridine (0.61 g). The reaction is stirred under nitrogen and allowed to rise to 26° C. over five hours. The reaction mixture is concentrated to an oil and partitioned between ethyl acetate and aqueous hydrogen sulfate solution. The organic layer is washed with aqueou... The reactants are O=C(NCC=1C=CC=CC1)C2=CC=C(OC(F)(F)F)C=C2. Reagents/catalysts: O1B(OC(C)(C)C1(C)C)B2OC(C)(C)C(O2)(C)C, O=C(NC1=CC=CC2=C1NC(=C2C)C)C=3C=NC(=CC3)C4=NC=CC=C4, C[OH2+].C[OH2+].C1CC=CCCC=C1.C1CC=CCCC=C1.[Ir].[Ir]. Run in O1CCCC1. Conditions: temperature 60 celsius, time 96 hour. Yields the product O=C(NCC=1C=CC=CC1)C2=CC=C(OC(F)(F)F)C=C2B3OC(C)(C)C(O3)(C)C. Yield: 63.0%. Reported procedure: Isolated by chromatography using deactivated silica gel and ethyl acetate and petroleum ether (8:1 to 1:1) as the eluent.